Task: describe an organic reaction: reactants, conditions, products, and yield. Dataset: the Open Reaction Database (ORD), a public repository of structured organic reaction records Isolated yield 81.8%. Reaction SMILES: [Cl:1][C:2]1[CH:3]=[CH:4][C:5]2[O:11][CH2:10][CH2:9][N:8]([C:12](=[O:15])[CH2:13]Cl)[CH:7]([C:16]3[CH:21]=[CH:20][CH:19]=[CH:18][CH:17]=3)[C:6]=2[CH:22]=1.[NH:23]1[CH2:27][CH2:26][CH2:25][CH2:24]1>C(Cl)Cl>[ClH:1].[Cl:1][C:2]1[CH:3]=[CH:4][C:5]2[O:11][CH2:10][CH2:9][N:8]([C:12](=[O:15])[CH2:13][N:23]3[CH2:27][CH2:26][CH2:25][CH2:24]3)[CH:7]([C:16]3[CH:21]=[CH:20][CH:19]=[CH:18][CH:17]=3)[C:6]=2[CH:22]=1 |f:3.4|. Product: hydrochloride salt, Cl.ClC=1C=CC2=C(C(N(CCO2)C(CN2CCCC2)=O)C2=CC=CC=C2)C1 (7-Chloro-4-(1-oxo-2-pyrrolidinoethyl)-5-phenyl-2,3,4,5-tetrahydro-1,4-benzoxazepine hydrochloride). Conditions: time 18 hour. Run in C(Cl)Cl (CH2Cl2), CH3CH-diethyl ether. Starting materials: ClC=1C=CC2=C(C(N(CCO2)C(CCl)=O)C2=CC=CC=C2)C1 (7-chloro-4-(2-chloroacetyl)-5-phenyl-2,3,4,5-tetrahydro-1,4-benzoxazepine), N1CCCC1 (pyrrolidine). Procedure: To a solution of 7-chloro-4-(2-chloroacetyl)-5-phenyl-2,3,4,5-tetrahydro-1,4-benzoxazepine (3.5 g, 10.4 millimoles) prepared as described in Example 4a, in 100 ml CH2Cl2, was added pyrrolidine (7.2 g, 104 millimoles). The resulting reaction solution was allowed to stir at room temperature for 18 hours, after which it was evaporated to dryness. The residue was dissolved in ether and the resulting ethereal solution was washed with two portions of H2O, with brine, and was dried over Na2SO4,filtered... The reactants are O1C(COC2=CC=CC=3C=C(OC32)C(=O)OCC)C1 (7-(2,3-epoxypropoxy)-2-ethoxycarbonylbenzofuran), Cl (hydrochloric acid). Run in C(Cl)(Cl)Cl (chloroform). Run at time 15 minute. The product is ClCC(COC1=CC=CC=2C=C(OC21)C(=O)OCC)O (7-(3-chloro-2-hydroxypropoxy)-2-ethoxycarbonylbenzofuran). Reaction SMILES: [O:1]1[CH2:19][CH:2]1[CH2:3][O:4][C:5]1[C:13]2[O:12][C:11]([C:14]([O:16][CH2:17][CH3:18])=[O:15])=[CH:10][C:9]=2[CH:8]=[CH:7][CH:6]=1.[ClH:20]>C(Cl)(Cl)Cl>[Cl:20][CH2:19][CH:2]([OH:1])[CH2:3][O:4][C:5]1[C:13]2[O:12][C:11]([C:14]([O:16][CH2:17][CH3:18])=[O:15])=[CH:10][C:9]=2[CH:8]=[CH:7][CH:6]=1. Procedure details: There was dissolved 2.6 g (0.01 mole) of 7-(2,3-epoxypropoxy)-2-ethoxycarbonylbenzofuran obtained in Reference Example 9 in 15 ml of chloroform, and thereto 2 ml of concentrated hydrochloric acid was added. Thereafter, the mixture was vigorously stirred at room temperature for 15 minutes. After the chloroform layer was washed with water, the layer was dried with magnesium sulfate, and then the solvent was distilled away from the reaction mixture under reduced pressure. The resultant residue was ...